From a dataset of the Open Reaction Database (ORD), a public repository of structured organic reaction records. describe an organic reaction: reactants, conditions, products, and yield The reactants are ClC1=C(C(=O)N[C@@H]2CC[C@@H](CC2)CO)C=C(C=C1)C(F)(F)F (Cis-2-chloro-N-(−4-(hydroxymethyl)cyclohexyl)-5-(trifluoromethyl)-benzamide), CCN(C(C)C)C(C)C (DIPEA), C1=CC=NC=C1.O=S(=O)=O (pyridine-sulfur trioxide). The solvent is C(Cl)Cl (DCM), CS(=O)C (DMSO). Run at temperature 0 celsius, time 30 minute. Product: ClC1=C(C(=O)N[C@@H]2CC[C@@H](CC2)C=O)C=C(C=C1)C(F)(F)F (Cis-2-Chloro-N-(4-formyl-cyclohexyl)-5-trifluoromethyl-benzamide). Reaction SMILES: [Cl:1][C:2]1[CH:18]=[CH:17][C:16]([C:19]([F:22])([F:21])[F:20])=[CH:15][C:3]=1[C:4]([NH:6][C@H:7]1[CH2:12][CH2:11][C@@H:10]([CH2:13][OH:14])[CH2:9][CH2:8]1)=[O:5].CCN(C(C)C)C(C)C.C1C=CN=CC=1.O=S(=O)=O>C(Cl)Cl.CS(C)=O>[Cl:1][C:2]1[CH:18]=[CH:17][C:16]([C:19]([F:20])([F:21])[F:22])=[CH:15][C:3]=1[C:4]([NH:6][C@H:7]1[CH2:12][CH2:11][C@@H:10]([CH:13]=[O:14])[CH2:9][CH2:8]1)=[O:5] |f:2.3|. Procedure details: To a solution of Cis-2-chloro-N-(−4-(hydroxymethyl)cyclohexyl)-5-(trifluoromethyl)-benzamide (1 g, 2.98 mmol) in DCM (18 mL) is added DIPEA (2.081 mL, 11.91 mmol). The reaction mixture is cooled to 0° C. and pyridine-sulfur trioxide (1.896 g, 11.91 mmol) in DMSO (6 mL) is added. The reaction mixture is stirred at this temperature for 30 mins. The reaction mixture is partitioned between water and DCM and passed through a phase separator. The DCM layer was collected and concentrated under reduced ... Reactants: COc1cccc(CC(CC(=O)O)c2ccccc2)c1OC, CS(=O)(=O)O, O=C(O)C(F)(F)F. The product is COc1ccc2c(c1OC)CC(c1ccccc1)CC2=O. As a reaction SMILES: [CH3:1][O:2][c:3]1[c:4]([CH2:11][CH:12]([CH2:13][C:14](=[O:15])[OH:16])[c:17]2[cH:18][cH:19][cH:20][cH:21][cH:22]2)[cH:5][cH:6][cH:7][c:8]1[O:9][CH3:10].[CH3:23][S:24](=[O:25])(=[O:26])[OH:27].[OH:28][C:29]([C:30]([F:31])([F:32])[F:33])=[O:34]>>[CH3:1][O:2][c:3]1[c:4]2[c:5]([cH:6][cH:7][c:8]1[O:9][CH3:10])[C:14](=[O:15])[CH2:13][CH:12]([c:17]1[cH:18][cH:19][cH:20][cH:21][cH:22]1)[CH2:11]2.